From a dataset of the Open Reaction Database (ORD), a public repository of structured organic reaction records. describe an organic reaction: reactants, conditions, products, and yield Reactants: CC(=O)NC(Cc1ccccc1)C(=O)NC(Cc1ccc(C2=CC(=O)NS2(=O)=O)cc1)c1nc2ccccc2[nH]1, CO. Product: CC(=O)NC(Cc1ccccc1)C(=O)NC(Cc1ccc(C2CC(=O)NS2(=O)=O)cc1)c1nc2ccccc2[nH]1. RXN SMILES: [C:1]([CH3:2])(=[O:3])[NH:4][CH:5]([C:6](=[O:7])[NH:8][CH:9]([CH2:10][c:11]1[cH:12][cH:13][c:14]([C:17]2=[CH:18][C:19](=[O:24])[NH:20][S:21]2(=[O:22])=[O:23])[cH:15][cH:16]1)[c:25]1[n:26][c:27]2[c:28]([nH:29]1)[cH:30][cH:31][cH:32][cH:33]2)[CH2:34][c:35]1[cH:36][cH:37][cH:38][cH:39][cH:40]1.[CH3:41][OH:42]>>[C:1]([CH3:2])(=[O:3])[NH:4][CH:5]([C:6](=[O:7])[NH:8][CH:9]([CH2:10][c:11]1[cH:12][cH:13][c:14]([CH:17]2[CH2:18][C:19](=[O:24])[NH:20][S:21]2(=[O:22])=[O:23])[cH:15][cH:16]1)[c:25]1[nH:26][c:27]2[c:28]([n:29]1)[cH:30][cH:31][cH:32][cH:33]2)[CH2:34][c:35]1[cH:36][cH:37][cH:38][cH:39][cH:40]1. Reactants: CI, CO, Cl, [K+], [OH-], O, N#CSc1cc(-c2ccccc2)c(-c2ccccc2)[nH]1. Yields the product CSc1cc(-c2ccccc2)c(-c2ccccc2)[nH]1. As a reaction SMILES: [CH3:21][I:22].[CH3:26][OH:27].[ClH:25].[K+:24].[OH-:23].[OH2:28].[c:1]1(-[c:7]2[nH:8][c:9]([S:18][C:19]#[N:20])[cH:10][c:11]2-[c:12]2[cH:13][cH:14][cH:15][cH:16][cH:17]2)[cH:2][cH:3][cH:4][cH:5][cH:6]1>>[c:1]1(-[c:7]2[nH:8][c:9]([S:18][CH3:19])[cH:10][c:11]2-[c:12]2[cH:13][cH:14][cH:15][cH:16][cH:17]2)[cH:2][cH:3][cH:4][cH:5][cH:6]1. Reactants: ClC=1C=C(C=C(C1)Cl)SC=1C(=NN(C1CC)CCO)C(=O)OCC (Ethyl 4-[(3,5-dichlorophenyl)sulfanyl]-5-ethyl-1-(2-hydroxyethyl )-1H-pyrazole-3-carboxylate), N1C=NC=C1 (imidazole), C(C)(C)(C)[Si](Cl)(C)C (tert-butyldimethylchlorosilane). Run in CN(C=O)C (dimethylformamide). Reaction conditions: time 4 day. Yields the product [Si](C)(C)(C(C)(C)C)OCCN1N=C(C(=C1CC)SC1=CC(=CC(=C1)Cl)Cl)C(=O)OCC (Ethyl 1-(2-{[tert-butyl(dimethyl)silyl]oxy}ethyl)-4-[(3,5-dichlorophenyl)sulfanyl]-5-ethyl-1H-pyrazole-3-carboxylate). The yield is 82.4%. Reaction SMILES: [Cl:1][C:2]1[CH:3]=[C:4]([S:9][C:10]2[C:11]([C:20]([O:22][CH2:23][CH3:24])=[O:21])=[N:12][N:13]([CH2:17][CH2:18][OH:19])[C:14]=2[CH2:15][CH3:16])[CH:5]=[C:6]([Cl:8])[CH:7]=1.N1C=CN=C1.[C:30]([Si:34]([CH3:37])([CH3:36])Cl)([CH3:33])([CH3:32])[CH3:31]>CN(C)C=O>[Si:34]([O:19][CH2:18][CH2:17][N:13]1[C:14]([CH2:15][CH3:16])=[C:10]([S:9][C:4]2[CH:3]=[C:2]([Cl:1])[CH:7]=[C:6]([Cl:8])[CH:5]=2)[C:11]([C:20]([O:22][CH2:23][CH3:24])=[O:21])=[N:12]1)([C:30]([CH3:33])([CH3:32])[CH3:31])([CH3:37])[CH3:36]. Reported procedure: To a solution of Example 46 (1.03 g, 2.65 mmol) in dimethylformamide (5 ml) was added imidazole (361 mg, 5.30 mmol), followed by tert-butyldimethylchlorosilane (600 mg, 3.97 mmol). The solution was stirred at room temperature for 4 days. The reaction mixture was partitioned between ethyl acetate and water and the aqueous phase was further extracted with ethyl acetate. The combined organic phases were dried over anhydrous magnesium sulphate, filtered and evaporated under reduced pressure to give ... The solvent is C(C)(C)O (isopropanol), CC(=O)C (acetone). Procedure: A mixture of 6.44 g (0.045 mole) of 1-methylisoquinoline, 6.2 g (0.05 mole) of 3-fluorobenzaldehyde and 18 ml of acetic acid is stirred at a temperature between 130° C. and 140° C. for 3 hours. The termination of the reaction is controlled by thin layer chromatography. The reaction mixture is cooled and 100 ml of anhydrous acetone are added to it. Then it is acidified with a mixture of hydrogen chloride and isopropanol until pH=1 under stirring and cooling with ice-water. The suspension is stirr... As a reaction SMILES: [CH3:1][C:2]1[C:11]2[C:6](=[CH:7][CH:8]=[CH:9][CH:10]=2)[CH:5]=[CH:4][N:3]=1.[F:12][C:13]1[CH:14]=[C:15]([CH:18]=[CH:19][CH:20]=1)[CH:16]=O.C(O)(=O)C.Cl>C(O)(C)C.CC(C)=O>[F:12][C:13]1[CH:14]=[C:15]([CH:18]=[CH:19][CH:20]=1)[CH:16]=[CH:1][C:2]1[C:11]2[C:6](=[CH:7][CH:8]=[CH:9][CH:10]=2)[CH:5]=[CH:4][N:3]=1. Starting materials: CC1=NC=CC2=CC=CC=C12 (1-methylisoquinoline), FC=1C=C(C=O)C=CC1 (3-fluorobenzaldehyde), C(C)(=O)O (acetic acid), Cl (hydrogen chloride), ice water. Yield: 77.6%. The product is FC=1C=C(C=CC2=NC=CC3=CC=CC=C23)C=CC1 (1-(3-fluorostyryl)-isoquinoline). Run at time 3 hour. Yields the product FC1=C(OC2=CC(=NC=N2)NC(=O)NC2CCN(CC2)C)C=CC(=C1)[N+](=O)[O-] (1-[6-(2-fluoro-4-nitrophenoxy)pyrimidin-4-yl]-3-(1-methylpiperidin-4-yl)urea). The solvent is CN(C=O)C (N,N-dimethylformamide), CN(C=O)C (N,N-dimethylformamide). The reactants are C1(=CC=CC=C1)OC(NC1=NC=NC(=C1)OC1=C(C=C(C=C1)[N+](=O)[O-])F)=O ([6-(2-Fluoro-4-nitrophenoxy)pyrimidin-4-yl]carbamic acid phenyl ester), NC1CCN(CC1)C (4-amino-1-methylpiperidine). Reaction conditions: time 4 hour. Isolated yield 99.8%. Procedure details: [6-(2-Fluoro-4-nitrophenoxy)pyrimidin-4-yl]carbamic acid phenyl ester (190 mg) was dissolved in N,N-dimethylformamide (2 ml), and then 4-amino-1-methylpiperidine (176 mg)-N,N-dimethylformamide (3 ml) was added thereto, followed by stirring for 4 hrs. The reaction mixture was partitioned between ethyl acetate (30 ml) and a saturated aqueous solution of sodium hydrogencarbonate (20 ml). The organic layer was washed with a saturated aqueous solution of sodium hydrogencarbonate (20 ml), water (20 ml... RXN SMILES: C1(O[C:8](=[O:27])[NH:9][C:10]2[CH:15]=[C:14]([O:16][C:17]3[CH:22]=[CH:21][C:20]([N+:23]([O-:25])=[O:24])=[CH:19][C:18]=3[F:26])[N:13]=[CH:12][N:11]=2)C=CC=CC=1.[NH2:28][CH:29]1[CH2:34][CH2:33][N:32]([CH3:35])[CH2:31][CH2:30]1>CN(C)C=O>[F:26][C:18]1[CH:19]=[C:20]([N+:23]([O-:25])=[O:24])[CH:21]=[CH:22][C:17]=1[O:16][C:14]1[N:13]=[CH:12][N:11]=[C:10]([NH:9][C:8]([NH:28][CH:29]2[CH2:34][CH2:33][N:32]([CH3:35])[CH2:31][CH2:30]2)=[O:27])[CH:15]=1. Starting materials: S(=O)(=O)(C)OC1=C(C=C(C=C1)C(C(F)(F)F)(C(F)(F)F)C1=CC(=C(C=C1)OS(=O)(=O)C)[N+](=O)[O-])[N+](=O)[O-] (2,2-bis-(4-mesyloxy-3-nitrophenyl)-hexafluoropropane), NC1=CC=CC=C1 (aniline). Solvent: C(C)#N (acetonitrile). Yields the product N(C1=CC=CC=C1)C1=C(C=C(C=C1)C(C(F)(F)F)(C(F)(F)F)C1=CC(=C(C=C1)NC1=CC=CC=C1)[N+](=O)[O-])[N+](=O)[O-] (2,2-bis-(4-anilino-3-nitrophenyl)-hexafluoropropane). Yield: 159.3%. RXN SMILES: S(O[C:6]1[CH:11]=[CH:10][C:9]([C:12]([C:21]2[CH:26]=[CH:25][C:24](OS(C)(=O)=O)=[C:23]([N+:32]([O-:34])=[O:33])[CH:22]=2)([C:17]([F:20])([F:19])[F:18])[C:13]([F:16])([F:15])[F:14])=[CH:8][C:7]=1[N+:35]([O-:37])=[O:36])(C)(=O)=O.[NH2:38][C:39]1[CH:44]=[CH:43][CH:42]=[CH:41][CH:40]=1>C(#N)C>[NH:38]([C:6]1[CH:11]=[CH:10][C:9]([C:12]([C:21]2[CH:26]=[CH:25][C:24]([NH:32][C:23]3[CH:24]=[CH:25][CH:26]=[CH:21][CH:22]=3)=[C:23]([N+:32]([O-:34])=[O:33])[CH:22]=2)([C:17]([F:20])([F:19])[F:18])[C:13]([F:16])([F:15])[F:14])=[CH:8][C:7]=1[N+:35]([O-:37])=[O:36])[C:39]1[CH:44]=[CH:43][CH:42]=[CH:41][CH:40]=1. Reported procedure: A solution of 60 g (0.103 mol) of 2,2-bis-(4-mesyloxy-3-nitrophenyl)-hexafluoropropane and 122.8 g (1.32 mol) of aniline in 400 ml of acetonitrile is heated under reflux for 24 hours. In the course of this the methanesulfonic acid salt of aniline is precipitated, and is removed by filtration with suction. The filtrate is freed from the solvent and from excess aniline by distillation under reduced pressure. Recrystallizing the residue from ethanol gives 47.3 g of 2,2-bis-(4-anilino-3-nitrophenyl)... Starting materials: CC(=O)O, CO, COc1ccc(C=O)cc1Cl, Nc1n[nH]c2ncnc(Nc3cccc(Cl)c3)c12. Yields the product COc1ccc(CNc2n[nH]c3ncnc(Nc4cccc(Cl)c4)c23)cc1Cl. As a reaction SMILES: [CH3:19][C:20](=[O:21])[OH:22].[CH3:34][OH:35].[Cl:23][c:24]1[cH:25][c:26]([CH:27]=[O:28])[cH:29][cH:30][c:31]1[O:32][CH3:33].[NH2:1][c:2]1[n:3][nH:4][c:5]2[n:6][cH:7][n:8][c:9]([NH:11][c:12]3[cH:13][c:14]([Cl:18])[cH:15][cH:16][cH:17]3)[c:10]12>>[NH:1]([c:2]1[n:3][nH:4][c:5]2[n:6][cH:7][n:8][c:9]([NH:11][c:12]3[cH:13][c:14]([Cl:18])[cH:15][cH:16][cH:17]3)[c:10]12)[CH2:27][c:26]1[cH:25][c:24]([Cl:23])[c:31]([O:32][CH3:33])[cH:30][cH:29]1.